Dataset: the Open Reaction Database (ORD), a public repository of structured organic reaction records. Task: describe an organic reaction: reactants, conditions, products, and yield Reactants: COc1ccc(C2=NNC(=O)SC2)cc1OC, CN(C)CCCCl. The product is COc1ccc(C2=NN(CCCN(C)C)C(=O)SC2)cc1OC. RXN SMILES: [CH3:1][O:2][c:3]1[cH:4][c:5]([C:11]2=[N:12][NH:13][C:14](=[O:17])[S:15][CH2:16]2)[cH:6][cH:7][c:8]1[O:9][CH3:10].[Cl:18][CH2:19][CH2:20][CH2:21][N:22]([CH3:23])[CH3:24]>>[CH3:1][O:2][c:3]1[cH:4][c:5]([C:11]2=[N:12][N:13]([CH2:19][CH2:20][CH2:21][N:22]([CH3:23])[CH3:24])[C:14](=[O:17])[S:15][CH2:16]2)[cH:6][cH:7][c:8]1[O:9][CH3:10].